Dataset: the Open Reaction Database (ORD), a public repository of structured organic reaction records. Task: describe an organic reaction: reactants, conditions, products, and yield Starting materials: BrC1=CC=C(C(CBr)=O)C=C1 (p-bromophenacyl bromide), C1(=CC=CC=C1)C (toluene), colorless crystals, C1(=CC=CC=C1)C (toluene), N1(CCCC1)C1=CCCCC1 (1-pyrrolidino-1-cyclohexene), O (water). The product is BrC1=CC=C(C(CC2C(CCCC2)=O)=O)C=C1 (2-(p-Bromophenacyl)cyclohexanone). Reaction SMILES: [Br:1][C:2]1[CH:11]=[CH:10][C:5]([C:6](=[O:9])[CH2:7]Br)=[CH:4][CH:3]=1.[C:12]1(C)[CH:17]=[CH:16][CH:15]=[CH:14][CH:13]=1.N1(C2CCCCC=2)CCCC1.[OH2:30]>>[Br:1][C:2]1[CH:11]=[CH:10][C:5]([C:6](=[O:9])[CH2:7][CH:13]2[CH2:14][CH2:15][CH2:16][CH2:17][C:12]2=[O:30])=[CH:4][CH:3]=1. Reported procedure: A suspension of 50 g. (0.18 mole) of p-bromophenacyl bromide in 215 ml. of toluene was added in small portions to a stirred boiling solution of 27.2 g. (0.18 mole) of 1-pyrrolidino-1-cyclohexene in 90 ml. of toluene. The mixture was heated under reflux for 2 hours, diluted with 90 ml. of water, and refluxed for 3 hours. The layers were separated and the aqueous phase was extracted with ether. The organic solution was dried over sodium sulfate and concentrated to an oil which solidified. Recrysta...